This data is from the Open Reaction Database (ORD), a public repository of structured organic reaction records. The task is: describe an organic reaction: reactants, conditions, products, and yield Reactants: solution, C=CC1=CC=CC=C1 (styrene), C=CC1=CC=CC=C1 (styrene), C=CC=C (butadiene), C=CC1=CC=CC=C1 (styrene), C(C)(CC)[Li] (sec-butyllithium), C=CC1=CC=CC=C1 (styrene), C=CC=C (butadiene), C=CC=C (butadiene), styrene-butadiene copolymer. Solvent: C1(=CC=CC=C1)C (toluene). Reaction conditions: time 15 minute. Product: C=CC=C.C=CC1=CC=CC=C1 (Styrene-butadiene). As a reaction SMILES: [CH2:1]=[CH:2][C:3]1[CH:8]=[CH:7][CH:6]=[CH:5][CH:4]=1.C([Li])(CC)C.C=CC=C>C1(C)C=CC=CC=1>[CH2:1]=[CH:2][CH:3]=[CH2:4].[CH2:1]=[CH:2][C:3]1[CH:8]=[CH:7][CH:6]=[CH:5][CH:4]=1 |f:4.5|. Reported procedure: After the first addition of a precalculated amount of anhydrous styrene to build up the S1 block, and 15 minutes of reaction time, further initiator solution (sec-butyllithium) was added to initiate further chains. Further blocks are built up by adding portions of anhydrous styrene and butadiene, and by simultaneous addition of anhydrous styrene and butadiene to build up a copolymer block. The reaction time to build up a styrene block was 15 minutes, and that for a butadiene block, and also that... Yields the product BrC1=CC=2N(C(=C1)N)N=C(N2)C=2OC(=CC2)CC (7-Bromo-2-(5-ethyl-furan-2-yl)-[1,2,4]triazolo[1,5-a]pyridin-5-ylamine). Procedure details: The title compound, MS m/e (%): 309 (M++2, 100), was prepared in accordance with the general method of example 63 from 4-bromo-pyridine-2,6-diamine, O-mesitylene-sulfonylhydroxylamine, and 5-ethyl-2-furaldehyde. The purification was performed with reversed phase HPLC eluting with an acetonitrile/water gradient. The reactants are BrC1=CC(=NC(=C1)N)N (4-bromo-pyridine-2,6-diamine), C1(=C(C(=CC(=C1)C)C)S(=O)(=O)ON)C (O-mesitylene-sulfonylhydroxylamine), C(C)C1=CC=C(O1)C=O (5-ethyl-2-furaldehyde). Reaction SMILES: [Br:1][C:2]1[CH:7]=[C:6]([NH2:8])[N:5]=[C:4]([NH2:9])[CH:3]=1.C1(C)C=C(C)C=C(C)C=1S(O[NH2:22])(=O)=O.[CH2:24]([C:26]1[O:30][C:29]([CH:31]=O)=[CH:28][CH:27]=1)[CH3:25]>>[Br:1][C:2]1[CH:7]=[C:6]([NH2:8])[N:5]2[N:22]=[C:31]([C:29]3[O:30][C:26]([CH2:24][CH3:25])=[CH:27][CH:28]=3)[N:9]=[C:4]2[CH:3]=1. The reactants are ClC1=C(C=C(C=O)C=C1)[N+](=O)[O-] (4-Chloro-3-nitrobenzaldehyde), sodium n-butylthiolate, CCCCS (n-butylthiol), [Na] (sodium). The solvent is alcohol, alcohol. Yields the product [N+](=O)([O-])C=1C=C(C=O)C=CC1SCCCC (3-nitro-4-(n-butylthio)benzaldehyde). RXN SMILES: Cl[C:2]1[CH:9]=[CH:8][C:5]([CH:6]=[O:7])=[CH:4][C:3]=1[N+:10]([O-:12])=[O:11].[CH3:13][CH2:14][CH2:15][CH2:16][SH:17].[Na]>>[N+:10]([C:3]1[CH:4]=[C:5]([CH:8]=[CH:9][C:2]=1[S:17][CH2:16][CH2:15][CH2:14][CH3:13])[CH:6]=[O:7])([O-:12])=[O:11] |^1:17|. Reported procedure: 4-Chloro-3-nitrobenzaldehyde (25.0 g) was added to a solution of sodium n-butylthiolate (1 equiv; prepared by addition of n-butylthiol to an equimolar amount of sodium dissolved in absolute alcohol) in absolute alcohol (300 ml) and the mixture was heated under reflux for 4 hr. On cooling, the mixture was filtered and the filtrate was evaporated under reduced pressure. The residue was purified by column chromatography over silica gel with dichloromethane elution to give 3-nitro-4-(n-butylthio)ben... Starting materials: Cl.COC=1C=C(C=CC1OC)C=1C(C(N(N1)C1CCNCC1)=O)(C)C (5-(3,4-dimethoxyphenyl)-4,4-dimethyl-2-(piperidin-4-yl)-2,4-dihydro-3H-pyrazol-3-one hydrochloride), Cl.COC=1C=C(C=CC1OC)C=1C(C(N(N1)C1CCNCC1)=O)(C)C (5-(3,4-dimethoxyphenyl)-4,4-dimethyl-2-(piperidin-4-yl)-2,4-dihydro-3H-pyrazol-3-one hydrochloride), COC(=O)C=1C=C(C(=O)O)C=CC1 (3-(methoxycarbonyl)benzoic acid). Product: COC=1C=C(C=CC1OC)C1=NN(C(C1(C)C)=O)C1CCN(CC1)C(=O)C=1C=C(C(=O)OC)C=CC1 (Methyl 3-({4-[3-(3,4-dimethoxyphenyl)-4,4-dimethyl-5-oxo-4,5-dihydro-1H-pyrazol-1-yl]piperidin-1-yl}carbonyl)benzoate). Reaction SMILES: Cl.[CH3:2][O:3][C:4]1[CH:5]=[C:6]([C:12]2[C:13]([CH3:25])([CH3:24])[C:14](=[O:23])[N:15]([CH:17]3[CH2:22][CH2:21][NH:20][CH2:19][CH2:18]3)[N:16]=2)[CH:7]=[CH:8][C:9]=1[O:10][CH3:11].[CH3:26][O:27][C:28]([C:30]1[CH:31]=[C:32]([CH:36]=[CH:37][CH:38]=1)[C:33](O)=[O:34])=[O:29]>>[CH3:2][O:3][C:4]1[CH:5]=[C:6]([C:12]2[C:13]([CH3:25])([CH3:24])[C:14](=[O:23])[N:15]([CH:17]3[CH2:22][CH2:21][N:20]([C:33]([C:32]4[CH:31]=[C:30]([CH:38]=[CH:37][CH:36]=4)[C:28]([O:27][CH3:26])=[O:29])=[O:34])[CH2:19][CH2:18]3)[N:16]=2)[CH:7]=[CH:8][C:9]=1[O:10][CH3:11] |f:0.1|. Procedure: The title compound is prepared analogously as described for GP3 using 5-(3,4-dimethoxyphenyl)-4,4-dimethyl-2-(piperidin-4-yl)-2,4-dihydro-3H-pyrazol-3-one (compound B1) and 3-(methoxycarbonyl)benzoic acid as starting compounds. The crude product is purified by crystallization from EA and diethyl ether to yield the title compound. Reactants: OC[C@H]1OC([C@@H]([C@H]1O)O)OC ((2R,3R,4R)-2-(hydroxymethyl)-5-methoxy-tetrahydrofuran-3,4-diol), O.C1(=CC=C(C=C1)S(=O)(=O)O)C (p-toluene sulfonic acid monohydrate). The reagents and catalysts are [O-]S(=O)(=O)[O-].[Cu+2] (CuSO4). The solvent is CC(=O)C (acetone). Run at time 60 hour. The product is COC1[C@@H]([C@H]2OC(OC[C@H]2O1)(C)C)O ((4aR,7R,7aR)-6-methoxy-2,2-dimethyl-tetrahydro-4H-furo[3,2-d][1,3]dioxin-7-ol). The yield is 5030.4%. Reaction SMILES: [OH:1][CH2:2][C@@H:3]1[C@H:7]([OH:8])[C@@H:6]([OH:9])[CH:5]([O:10][CH3:11])[O:4]1.O.[C:13]1(C)[CH:18]=CC(S(O)(=O)=O)=C[CH:14]=1>CC(C)=O.[O-]S([O-])(=O)=O.[Cu+2]>[CH3:11][O:10][CH:5]1[O:4][C@H:3]2[C@H:7]([O:8][C:13]([CH3:18])([CH3:14])[O:1][CH2:2]2)[C@H:6]1[OH:9] |f:1.2,4.5|. Reported procedure: Compound 35.2 (120.45 g, 734 mmol) was dissolved in 1.5 L acetone, treated with p-toluene sulfonic acid monohydrate (0.6 g, 3.15 mmol) and CuSO4 (225 g, 1.41 mol). The mixture was stirred for 60 h. The solid was removed by filtration and washed with (3×200 mL) acetone. The filtrate and the washings were combined and neutralized with 2.5 mL concentrated ammonium hydroxide. The solvent was removed by reduced pressure and the residue was dissolved in 750 mL CH2Cl2 and washed with 3'100 mL water. Th...